From a dataset of the Open Reaction Database (ORD), a public repository of structured organic reaction records. describe an organic reaction: reactants, conditions, products, and yield As a reaction SMILES: [Br:1][CH2:2][CH2:3][O:4][c:5]1[c:6]([CH2:18][CH2:19][CH3:20])[cH:7][c:8](-[c:11]2[s:12][cH:13][c:14]([CH2:16][CH3:17])[n:15]2)[cH:9][cH:10]1.[C:37](=[O:38])([O-:39])[O-:40].[Cs+:41].[Cs+:42].[O:43]=[CH:44][N:45]([CH3:46])[CH3:47].[OH:21][c:22]1[cH:23][c:24]2[c:28]([cH:29][cH:30]1)[CH:27]([CH2:31][C:32](=[O:33])[O:34][CH2:35][CH3:36])[CH2:26][CH2:25]2>>[CH2:2]([CH2:3][O:4][c:5]1[c:6]([CH2:18][CH2:19][CH3:20])[cH:7][c:8](-[c:11]2[s:12][cH:13][c:14]([CH2:16][CH3:17])[n:15]2)[cH:9][cH:10]1)[O:21][c:22]1[cH:23][c:24]2[c:28]([cH:29][cH:30]1)[CH:27]([CH2:31][C:32](=[O:33])[O:34][CH2:35][CH3:36])[CH2:26][CH2:25]2. Yields the product CCCc1cc(-c2nc(CC)cs2)ccc1OCCOc1ccc2c(c1)CCC2CC(=O)OCC. Reactants: CCCc1cc(-c2nc(CC)cs2)ccc1OCCBr, O=C([O-])[O-], [Cs+], [Cs+], CN(C)C=O, CCOC(=O)CC1CCc2cc(O)ccc21. The reactants are S(=O)(=O)(O)O.CN1C=C2C=CC=CC2=CC1=O (N-methyl-2H-3-isoquinolone sulfate), O (water), C([O-])(O)=O.[Na+] (sodium bicarbonate). Run in C(Cl)(Cl)Cl (chloroform), C(Cl)(Cl)Cl (chloroform). Product: CN1C=C2C=CC=CC2=CC1=O (N-methyl-2H-3-isoquinolone). RXN SMILES: S(O)(O)(=O)=O.[CH3:6][N:7]1[C:16](=[O:17])[CH:15]=[C:14]2[C:9]([CH:10]=[CH:11][CH:12]=[CH:13]2)=[CH:8]1.O.C(=O)(O)[O-].[Na+]>C(Cl)(Cl)Cl>[CH3:6][N:7]1[C:16](=[O:17])[CH:15]=[C:14]2[C:9]([CH:10]=[CH:11][CH:12]=[CH:13]2)=[CH:8]1 |f:0.1,3.4|. Procedure details: 70 g. N-methyl-2H-3-isoquinolone sulfate are dissolved, under an atmosphere of nitrogen, in 900 ml. water. 75 g. sodium bicarbonate are added and the mixture is stirred with 500 ml. chloroform. By decantation, there is obtained a chloroform solution of N-methyl-2H-3-isoquinolone, which can be dried over anhydrous sodium sulfate and employed as such or concentrated for a further reaction. Reactants: C(C)(=O)NC=1SC(=C(N1)C)C=1N=C(SC1)C(=O)NCC=C (2′-(Acetylamino)-N-allyl-4′-methyl-4,5′-bi-1,3-thiazole-2-carboxamide), C(C)(=O)NC=1SC(=C(N1)C)C=1N=C(SC1)C(=O)NCC=C (2′-(Acetylamino)-N-allyl-4′-methyl-4,5′-bi-1,3-thiazole-2-carboxamide), CCO (EtOH), C(C(=O)N)(=S)OCC (Ethyl thiooxamate). Conditions: temperature 120 celsius. Yields the product NC=1SC(=C(N1)C)C=1N=C(SC1)C(=O)OCC (ethyl 2′-amino-4′-methyl-4,5′-bi-1,3-thiazole-2-carboxylate), hydrobromide salt. Yield: 45.3%. Reaction SMILES: C([NH:4][C:5]1[S:6][C:7]([C:11]2[N:12]=[C:13]([C:16](NCC=C)=[O:17])[S:14][CH:15]=2)=[C:8]([CH3:10])[N:9]=1)(=O)C.[C:22](OCC)(=S)[C:23](N)=O.CC[OH:32]>>[NH2:4][C:5]1[S:6][C:7]([C:11]2[N:12]=[C:13]([C:16]([O:17][CH2:22][CH3:23])=[O:32])[S:14][CH:15]=2)=[C:8]([CH3:10])[N:9]=1. Procedure details: In a microwave tube, 1-(2-amino-4-methyl-1,3-thiazol-5-yl)-2-bromo ethanone, hydrobromide salt (Intermediate 2)(400 mg; 1.27 mmol; 1 eq.) is suspended in EtOH (7 ml). Ethyl thiooxamate (168.6 mg; 1.27 mmol; 1 eq.) is added and the mixture is heated at 120° C. for 15 min under microwave irradiation. The reaction is complete and a precipitate is formed. It is filtered and washed with EtOH, affording ethyl 2′-amino-4′-methyl-4,5′-bi-1,3-thiazole-2-carboxylate as its hydrobromide salt (201 mg; 45.3%... Reactants: SC=1SC=CN1 (2-Mercaptothiazole), C([O-])([O-])=O.[K+].[K+] (potassium carbonate), C(CBr)C(=C(F)F)F (4-bromo-1,1,2-trifluorobutene-1). Run in C(C)#N (acetonitrile). Yields the product FC(CCSC=1SC=CN1)=C(F)F (2-(3,4,4-trifluoro-3-butenyl-thio)thiazole). Isolated yield 86.4%. Reaction SMILES: [SH:1][C:2]1[S:3][CH:4]=[CH:5][N:6]=1.C(=O)([O-])[O-].[K+].[K+].[CH2:13]([C:16]([F:20])=[C:17]([F:19])[F:18])[CH2:14]Br>C(#N)C>[F:20][C:16](=[C:17]([F:19])[F:18])[CH2:13][CH2:14][S:1][C:2]1[S:3][CH:4]=[CH:5][N:6]=1 |f:1.2.3|. Procedure: 2-Mercaptothiazole (5.18 g), potassium carbonate (6.72 g) and 4-bromo-1,1,2-trifluorobutene-1 (9.21 g) are refluxed in acetonitrile (60 ml) in the presence of argon gas for 6 hours by heating. After the reaction mixture has reached room temperature, it is filtered and the solvent is distilled off. The residue is dissolved in dichloromethane and washed with 5% aqueous solution of sodium hydroxide and water in this order. It is dried over unhydrous sodium sulfate and purified by column chromatogra... Reactants: N1=CC=C(C=C1)NC1=C(C(=O)N2CCCCC2)C=CC=C1 (1-[2-(4-pyridinylamino)benzoyl]piperidine), [N+](=O)(O)[O-] (nitric acid). Run in S(O)(O)(=O)=O (sulfuric acid), S(O)(O)(=O)=O (sulfuric acid). Run at temperature 5 celsius, time 4 hour. Yields the product [N+](=O)([O-])C=1C=CC(=C(C(=O)N2CCCCC2)C1)NC1=CC=NC=C1 (1-[5-nitro-2-(4-pyridinylamino)benzoyl]piperidine). RXN SMILES: [N:1]1[CH:6]=[CH:5][C:4]([NH:7][C:8]2[CH:21]=[CH:20][CH:19]=[CH:18][C:9]=2[C:10]([N:12]2[CH2:17][CH2:16][CH2:15][CH2:14][CH2:13]2)=[O:11])=[CH:3][CH:2]=1.[N+:22]([O-])([OH:24])=[O:23]>S(=O)(=O)(O)O>[N+:22]([C:19]1[CH:20]=[CH:21][C:8]([NH:7][C:4]2[CH:3]=[CH:2][N:1]=[CH:6][CH:5]=2)=[C:9]([CH:18]=1)[C:10]([N:12]1[CH2:13][CH2:14][CH2:15][CH2:16][CH2:17]1)=[O:11])([O-:24])=[O:23]. Reported procedure: To a solution of 20 g of 1-[2-(4-pyridinylamino)benzoyl]piperidine (Example 1b) in 75 ml of sulfuric acid cooled in an ice-salt bath was slowly added a solution of 6.5 ml of concentrated nitric acid in 65 ml of sulfuric acid. The mixture was stirred at 5° C. for four hours and then poured onto ice and allowed to stand overnight. A crystalline acid-addition salt formed which was collected, dissolved in water and converted to the free base by adding sodium bicarbonate. The free base product was ex... Reactants: CCCCC(=O)OC(CC(=O)OCC)C(F)(F)F, [Na+], [Na+], O=C([O-])[O-]. Product: CCOC(=O)C=CC(F)(F)F. RXN SMILES: [C:1]([O:2][CH:8]([CH2:9][C:10](=[O:11])[O:12][CH2:13][CH3:14])[C:15]([F:16])([F:17])[F:18])(=[O:3])[CH2:4][CH2:5][CH2:6][CH3:7].[Na+:19].[Na+:20].[O-:21][C:22](=[O:23])[O-:24]>>[CH:8](=[CH:9][C:10](=[O:11])[O:12][CH2:13][CH3:14])[C:15]([F:16])([F:17])[F:18].